This data is from the Open Reaction Database (ORD), a public repository of structured organic reaction records. The task is: describe an organic reaction: reactants, conditions, products, and yield The reactants are C(C1=CC=CC=C1)N1C(=CC2=CC(=CC=C12)C1=CC=C(C=C1)OC(F)(F)F)C(=O)OCC (ethyl 1-benzyl-5-[4-(trifluoromethoxy)phenyl]-1H-indole-2-Carboxylate), [Al].[Li] (lithium aluminum). Product: C(C1=CC=CC=C1)N1C(=CC2=CC(=CC=C12)C1=CC=C(C=C1)OC(F)(F)F)CO ({1-benzyl-5-[4-(trifluoromethoxy)phenyl]-1H-indol-2-yl}methanol). As a reaction SMILES: [CH2:1]([N:8]1[C:16]2[C:11](=[CH:12][C:13]([C:17]3[CH:22]=[CH:21][C:20]([O:23][C:24]([F:27])([F:26])[F:25])=[CH:19][CH:18]=3)=[CH:14][CH:15]=2)[CH:10]=[C:9]1[C:28](OCC)=[O:29])[C:2]1[CH:7]=[CH:6][CH:5]=[CH:4][CH:3]=1.[Al].[Li]>>[CH2:1]([N:8]1[C:16]2[C:11](=[CH:12][C:13]([C:17]3[CH:22]=[CH:21][C:20]([O:23][C:24]([F:27])([F:25])[F:26])=[CH:19][CH:18]=3)=[CH:14][CH:15]=2)[CH:10]=[C:9]1[CH2:28][OH:29])[C:2]1[CH:3]=[CH:4][CH:5]=[CH:6][CH:7]=1 |f:1.2,^1:33|. Procedure: The title compound was prepared from ethyl 1-benzyl-5-[4-(trifluoromethoxy)phenyl]-1H-indole-2-Carboxylate (step 3 of Example 1) and lithium aluminum in substantially the same manner, as described in step 1 of Example 21. The product was obtained as a white solid, mp: 108–109° C. Mass spectrum (ESI, [M+H]+) m/z 398. 1H NMR (400 MHz, DMSO-d6) δ 7.82 (s, 1H), 7.76 (d, 2H, J=8.86 Hz), 7.42–7.36 (m, 4H) 7.29 (d, 1H, J=7.03 Hz), 7.27 (d, 1H, J=7.63 Hz), 7.23–7.20 (m, 1H), 7.06 (d, 2H, J=7.03 Hz), 6.5...